From a dataset of the Open Reaction Database (ORD), a public repository of structured organic reaction records. describe an organic reaction: reactants, conditions, products, and yield Reactants: C(=O)(OC(C)(C)C)OC(=O)[O-] (tert-Butyl dicarbonate), N1CCC=CC1 (1,2,3,6-tetrahydropyridine), aqueous solution, C([O-])([O-])=O.[Na+].[Na+] (sodium carbonate). Run in O (Water). The product is N1(CCC=CC1)C(=O)OC(C)(C)C (tert-Butyl 3,6-dihydro-1 (2H)-pyridinecarboxylate). Isolated yield 92.2%. Reaction SMILES: [C:1](OC([O-])=O)([O:3][C:4]([CH3:7])([CH3:6])[CH3:5])=[O:2].[NH:12]1[CH2:17][CH:16]=[CH:15][CH2:14][CH2:13]1.C(=O)([O-])[O-].[Na+].[Na+]>O>[N:12]1([C:1]([O:3][C:4]([CH3:7])([CH3:6])[CH3:5])=[O:2])[CH2:13][CH:14]=[CH:15][CH2:16][CH2:17]1 |f:2.3.4|. Procedure details: tert-Butyl dicarbonate (6.55 g) was added to a mixture of 1,2,3,6-tetrahydropyridine (2.50 g) and a 10% aqueous solution (3.0 ml) of sodium carbonate, and the mixture was stirred at room temperature for 20 hours. Water was added to the reaction mixture to conduct extraction with ethyl acetate. The resultant organic layer was washed with 0.5N hydrochloric acid, water, a saturated aqueous solution of sodium hydrogencarbonate and saturated aqueous solution of sodium chloride in that order and dried... The solvent is CS(=O)C (DMSO), O (water). Product: CN1CCCC12CN(CC2)C2=CC(=C(C=C2)[N+](=O)[O-])OC(C)C (1-methyl-7-[4-nitro-3-(propan-2-yloxy)phenyl]-1,7-diazaspiro[4.4]nonane). Run at time 8 hour. Isolated yield 7.0%. Reaction SMILES: F[C:2]1[CH:7]=[CH:6][C:5]([N+:8]([O-:10])=[O:9])=[C:4]([O:11][CH:12]([CH3:14])[CH3:13])[CH:3]=1.[CH3:15][N:16]1[C:20]2([CH2:24][CH2:23][NH:22][CH2:21]2)[CH2:19][CH2:18][CH2:17]1.C(=O)([O-])[O-].[K+].[K+]>CS(C)=O.O>[CH3:15][N:16]1[C:20]2([CH2:24][CH2:23][N:22]([C:2]3[CH:7]=[CH:6][C:5]([N+:8]([O-:10])=[O:9])=[C:4]([O:11][CH:12]([CH3:14])[CH3:13])[CH:3]=3)[CH2:21]2)[CH2:19][CH2:18][CH2:17]1 |f:2.3.4|. Procedure: A mixture of 1.42 g of 4-fluoro-1-nitro-2-(propan-2-yloxy)benzene, 1.0 g of 1-methyl-1,7-diazaspiro[4,4]nonane and 1.48 g of potassium carbonate in 10 ml of DMSO is stirred at ambient temperature overnight. The mixture is diluted with 160 ml of water and extracted three times with 100 ml of ethyl acetate. The organic phases are dried over magnesium sulfate and concentrated under vacuum. The yellow oily residue is purified on silica, with an elution gradient with dichloromethane/methanol (100/0 t... Starting materials: FC1=CC(=C(C=C1)[N+](=O)[O-])OC(C)C (4-fluoro-1-nitro-2-(propan-2-yloxy)benzene), CN1CCCC12CNCC2 (1-methyl-1,7-diazaspiro[4,4]nonane), C([O-])([O-])=O.[K+].[K+] (potassium carbonate). Reactants: BrCc1ccccc1, C=CC(C)(C)O, [H-], [Na+], C1CCOC1. The product is C=CC(C)(C)OCc1ccccc1. RXN SMILES: [Br:9][CH2:10][c:11]1[cH:12][cH:13][cH:14][cH:15][cH:16]1.[CH3:3][C:4]([CH3:5])([CH:6]=[CH2:7])[OH:8].[H-:1].[Na+:2].[O:17]1[CH2:18][CH2:19][CH2:20][CH2:21]1>>[CH3:3][C:4]([CH3:5])([CH:6]=[CH2:7])[O:8][CH2:10][c:11]1[cH:12][cH:13][cH:14][cH:15][cH:16]1. Starting materials: N1=C(C=CC=C1)CCCO (2-pyridinepropanol), K-t-BuO, ClC1=NC(=CN=C1)Cl (2,6-dichloropyrazine). The product is ClC1=NC(=CN=C1)OCCCC1=NC=CC=C1 (2-Chloro-6-[3-(2-pyridinyl)propoxy]pyrazine). As a reaction SMILES: [N:1]1[CH:6]=[CH:5][CH:4]=[CH:3][C:2]=1[CH2:7][CH2:8][CH2:9][OH:10].[Cl:11][C:12]1[CH:17]=[N:16][CH:15]=[C:14](Cl)[N:13]=1>>[Cl:11][C:12]1[CH:17]=[N:16][CH:15]=[C:14]([O:10][CH2:9][CH2:8][CH2:7][C:2]2[CH:3]=[CH:4][CH:5]=[CH:6][N:1]=2)[N:13]=1. Procedure details: The title compound was prepared according to the procedure of example 50, step 1, starting from 2-pyridinepropanol (4.08 g, 29.7 mmol), K-t-BuO (3.17 g, 28.3 mmol) and 2,6-dichloropyrazine (3.69 g, 24.8 mmol). The yield of the title compound was 5.18 g (84%) and was obtained as an oil. Anal. (C12H12ClN3O) C, H, N. The reactants are [I-].[K+] (potassium iodide), COC1=CC=C(CO[C@H]2[C@@H]([C@H]3N=C(S[C@H]3O[C@@H]2\C=C\OC)N(C)C)OCC2=CC=C(C=C2)OC)C=C1 ((3aR,5R,6R,7R,7aR,E)-6,7-Bis(4-methoxybenzyloxy)-5-(2-methoxyvinyl)-N,N-dimethyl-5,6,7,7a-tetrahydro-3aH-pyrano[3,2-d]thiazol-2-amine). Reagents/catalysts: [Hg](OC(=O)C)OC(=O)C (Hg(OAc)2). Solvent: O (water), C(C)#N (acetonitrile), O (water). Run at temperature 0 celsius, time 4 hour. Yields the product COC1=CC=C(CO[C@H]2[C@@H]([C@H]3N=C(S[C@H]3O[C@@H]2CC=O)N(C)C)OCC2=CC=C(C=C2)OC)C=C1 (2-((3aR,5R,6R,7R,7aR)-6,7-bis(4-methoxybenzyloxy)-2-(dimethylamino)-5,6,7,7a-tetrahydro-3aH-pyrano[3,2-d]thiazol-5-yl)acetaldehyde). Reaction SMILES: [CH3:1][O:2][C:3]1[CH:36]=[CH:35][C:6]([CH2:7][O:8][C@@H:9]2[C@@H:17](/[CH:18]=[CH:19]/[O:20]C)[O:16][C@H:15]3[C@H:11]([N:12]=[C:13]([N:22]([CH3:24])[CH3:23])[S:14]3)[C@H:10]2[O:25][CH2:26][C:27]2[CH:32]=[CH:31][C:30]([O:33][CH3:34])=[CH:29][CH:28]=2)=[CH:5][CH:4]=1.[I-].[K+]>C(#N)C.O.[Hg](OC(C)=O)OC(C)=O>[CH3:1][O:2][C:3]1[CH:4]=[CH:5][C:6]([CH2:7][O:8][C@@H:9]2[C@@H:17]([CH2:18][CH:19]=[O:20])[O:16][C@H:15]3[C@H:11]([N:12]=[C:13]([N:22]([CH3:24])[CH3:23])[S:14]3)[C@H:10]2[O:25][CH2:26][C:27]2[CH:28]=[CH:29][C:30]([O:33][CH3:34])=[CH:31][CH:32]=2)=[CH:35][CH:36]=1 |f:1.2|. Reported procedure: To a cold solution of 37 (100 mg, 0.18 mmol) in acetonitrile (20 mL) at −5° C. was added a solution of Hg(OAc)2 (68 mg, 0.21 mmol) in water (10 mL) dropwise. After stirred at 0° C. for 4 h, the reaction mixture was treated with potassium iodide (40 mg, 0.24 mmol) in water (1.6 mL) for 10 min. The reaction solution was quenched with water, extracted with dichloromethane (40 mL), and dried over MgSO4. Removal of solvents gave crude 2-((3aR,5R,6R,7R,7aR)-6,7-bis(4-methoxybenzyloxy)-2-(dimethylamino... Starting materials: C(C)(C)(C)C1=CC=C(C=C1)N1N=C(C(C1=O)=C(C)NNC(=S)N1CCC(CC1)C(=O)OC)C (Methyl 1-(N′-{1-[1-(4-t-butylphenyl)-3-methyl-5-oxo-1,5-dihydro-pyrazol-4-ylidene]-ethyl}-hydrazinothiocarbonyl)-piperidine-4-carboxylate), [OH-].[Na+] (sodium hydroxide), [OH-].[Na+] (sodium hydroxide), Cl (hydrochloric acid), O (water). Run in CO (methanol). Yields the product C(C)(C)(C)C1=CC=C(C=C1)N1N=C(C(C1=O)=C(C)NNC(=S)N1CCC(CC1)C(=O)O)C (1-(N′-{1-[1-(4-t-Butylphenyl)-3-methyl-5-oxo-1,5-dihydro-pyrazol-4-ylidene]-ethyl}-hydrazinothiocarbonyl)-piperidine-4-carboxylic acid). The yield is 54.9%. As a reaction SMILES: [C:1]([C:5]1[CH:10]=[CH:9][C:8]([N:11]2[C:15](=[O:16])[C:14](=[C:17]([NH:19][NH:20][C:21]([N:23]3[CH2:28][CH2:27][CH:26]([C:29]([O:31]C)=[O:30])[CH2:25][CH2:24]3)=[S:22])[CH3:18])[C:13]([CH3:33])=[N:12]2)=[CH:7][CH:6]=1)([CH3:4])([CH3:3])[CH3:2].[OH-].[Na+].Cl.O>CO>[C:1]([C:5]1[CH:6]=[CH:7][C:8]([N:11]2[C:15](=[O:16])[C:14](=[C:17]([NH:19][NH:20][C:21]([N:23]3[CH2:24][CH2:25][CH:26]([C:29]([OH:31])=[O:30])[CH2:27][CH2:28]3)=[S:22])[CH3:18])[C:13]([CH3:33])=[N:12]2)=[CH:9][CH:10]=1)([CH3:2])([CH3:3])[CH3:4] |f:1.2|. Reported procedure: Methyl 1-(N′-{1-[1-(4-t-butylphenyl)-3-methyl-5-oxo-1,5-dihydro-pyrazol-4-ylidene]-ethyl}-hydrazinothiocarbonyl)-piperidine-4-carboxylate (89.6 mg, 0.190 mmol) in methanol (3.0 mL) was stirred with 1 M aqueous sodium hydroxide (570 μL, 0.570 mmol) at room temperature for 11 hours, with 1 M aqueous sodium hydroxide (380 μL, 0.380 mmol) at room temperature for 3 hours and then with 1 M hydrochloric acid (950 μL, 0.950 mmol) and water at room temperature for another 30 minutes. The resulting precip... Reactants: C(C)C1=CC=C(C(=O)C2=C(C=C(C(=O)O)C(=C2)C(C2=CC=C(C=C2)CC)=O)C(=O)O)C=C1 (4,6-bis(4 ethylbenzoyl)isophthalic acid), [H][H] (hydrogen). The reagents and catalysts are [Pd] (palladium on carbon). The solvent is C(C)(=O)O (acetic acid). The product is CC1=CC=C(CC2=C(C=C(C(=O)O)C(=C2)CC2=CC=C(C=C2)C)C(=O)O)C=C1 (4,6-bis(4-methylbenzyl)isophthalic acid). Reaction SMILES: [CH2:1]([C:3]1[CH:32]=[CH:31][C:6]([C:7]([C:9]2[CH:17]=[C:16]([C:18](=O)[C:19]3[CH:24]=[CH:23][C:22]([CH2:25]C)=[CH:21][CH:20]=3)[C:12]([C:13]([OH:15])=[O:14])=[CH:11][C:10]=2[C:28]([OH:30])=[O:29])=O)=[CH:5][CH:4]=1)C.[H][H]>[Pd].C(O)(=O)C>[CH3:1][C:3]1[CH:4]=[CH:5][C:6]([CH2:7][C:9]2[CH:17]=[C:16]([CH2:18][C:19]3[CH:24]=[CH:23][C:22]([CH3:25])=[CH:21][CH:20]=3)[C:12]([C:13]([OH:15])=[O:14])=[CH:11][C:10]=2[C:28]([OH:30])=[O:29])=[CH:31][CH:32]=1. Reported procedure: A mixture of 21.1 grams of 4,6-bis(4 ethylbenzoyl)isophthalic acid, 350 mL of acetic acid, and 2.10 grams of 5% palladium on carbon (as a catalyst) was heated to 65° C. for 17 hours in an atmosphere of hydrogen at 270 kPa. The mixture was filtered through Celite™ diatomaceous earth filter agent to remove the catalyst. The resulting filtrate was concentrated in vacuo to give 4,6-bis(4-methylbenzyl)isophthalic acid. Starting materials: CC(C)(C)OC(=O)N1CCC(N)CC1, [BH3-]C#N, CCOc1cc(C=O)cc(OCC)c1F, CCN(C(C)C)C(C)C, CC(=O)O, COC(=O)c1cc(OC)cc(C(=O)NC2CCNCC2)c1, COC(=O)c1cc(OC)cc(C(=O)O)c1, CCO, COc1nc(Cl)nc(OC)n1, O=C(O)C(F)(F)F, [Na+]. The product is CCOc1cc(CN2CCC(NC(=O)c3cc(OC)cc(C(=O)OC)c3)CC2)cc(OCC)c1F. Reaction SMILES: [C:37]([O:38][C:39]([N:40]1[CH2:41][CH2:42][CH:43]([NH2:44])[CH2:45][CH2:46]1)=[O:47])([CH3:48])([CH3:49])[CH3:50].[C:84]([BH3-:85])#[N:86].[CH2:69]([CH3:70])[O:71][c:72]1[cH:73][c:74]([CH:75]=[O:76])[cH:77][c:78]([O:81][CH2:82][CH3:83])[c:79]1[F:80].[CH2:88]([N:89]([CH:90]([CH3:91])[CH3:92])[CH:93]([CH3:94])[CH3:95])[CH3:96].[CH3:100][C:101](=[O:102])[OH:103].[CH3:1][O:2][C:3]([c:4]1[cH:5][c:6]([C:7](=[O:8])[NH:9][CH:10]2[CH2:11][CH2:12][NH:13][CH2:14][CH2:15]2)[cH:16][c:17]([O:19][CH3:20])[cH:18]1)=[O:21].[CH3:22][O:23][C:24](=[O:25])[c:26]1[cH:27][c:28]([O:29][CH3:30])[cH:31][c:32]([C:33]([OH:34])=[O:35])[cH:36]1.[CH3:97][CH2:98][OH:99].[Cl:51][c:52]1[n:53][c:54]([O:55][CH3:56])[n:57][c:58]([O:59][CH3:60])[n:61]1.[F:62][C:63]([F:64])([F:65])[C:66]([OH:67])=[O:68].[Na+:87]>>[CH3:1][O:2][C:3]([c:4]1[cH:5][c:6]([C:7](=[O:8])[NH:9][CH:10]2[CH2:11][CH2:12][N:13]([CH2:75][c:74]3[cH:73][c:72]([O:71][CH2:69][CH3:70])[c:79]([F:80])[c:78]([O:81][CH2:82][CH3:83])[cH:77]3)[CH2:14][CH2:15]2)[cH:16][c:17]([O:19][CH3:20])[cH:18]1)=[O:21].